This data is from the Open Reaction Database (ORD), a public repository of structured organic reaction records. The task is: describe an organic reaction: reactants, conditions, products, and yield Reactants: C(=O)(OCC1C2=CC=CC=C2C2=CC=CC=C12)N[C@@H](CCC)C(=O)O (Fmoc-norvaline), S(=O)(Cl)Cl (thionyl chloride). Run in C(C)OC(C)=O (ethylacetate), CO (methanol). Yields the product C1=CC=CC=2C3=CC=CC=C3C(C12)COC(=O)N[C@@H](CCC)C=O (9-fluorenylmethoxycarbonyl-norvalinal). The yield is 109.1%. Reaction SMILES: [C:1]([NH:18][C@H:19]([C:23](O)=[O:24])[CH2:20][CH2:21][CH3:22])([O:3][CH2:4][CH:5]1[C:17]2[C:12](=[CH:13][CH:14]=[CH:15][CH:16]=2)[C:11]2[C:6]1=[CH:7][CH:8]=[CH:9][CH:10]=2)=[O:2].S(Cl)(Cl)=O>CO.C(OC(=O)C)C>[CH:7]1[C:6]2[CH:5]([CH2:4][O:3][C:1]([NH:18][C@H:19]([CH:23]=[O:24])[CH2:20][CH2:21][CH3:22])=[O:2])[C:17]3[C:12](=[CH:13][CH:14]=[CH:15][CH:16]=3)[C:11]=2[CH:10]=[CH:9][CH:8]=1. Procedure: To a chilled solution of Fmoc-norvaline (25 g, 73.75 mmol) in anhydrous methanol (469 mL) was added thionyl chloride (53.76 mL, 0.74 mol) over one hour. Thin layer chromatography in ethylacetate taken an hour later confirmed the completion of the reaction (Rf=0.85). The reaction mixture was concentrated and the remaining residue was picked-up in ethylacetate. The organic layer was washed with three 200 ml portions of saturated sodium bicarbonate followed by brine. The organic layer was dried and... The reactants are COc1cc(C)c(S(=O)(=O)N(Cc2ccc3c(c2)OCO3)C(COC2CCCCO2)C(=O)OCc2ccc3c(c2)OCO3)c(C)c1, NOCc1ccccc1, CCN=C=NCCCN(C)C, CCOC(C)=O, On1nnc2ccccc21. Yields the product COc1cc(C)c(S(=O)(=O)N(Cc2ccc3c(c2)OCO3)C(COC2CCCCO2)C(=O)NOCc2ccccc2)c(C)c1. As a reaction SMILES: [CH2:1]1[O:2][c:3]2[cH:4][cH:5][c:6]([CH2:42][O:7][C:8]([CH:9]([CH2:10][O:11][CH:12]3[O:13][CH2:14][CH2:15][CH2:16][CH2:17]3)[N:18]([S:19](=[O:20])(=[O:21])[c:22]3[c:23]([CH3:31])[cH:24][c:25]([O:29][CH3:30])[cH:26][c:27]3[CH3:28])[CH2:32][c:33]3[cH:34][c:35]4[c:36]([cH:37][cH:38]3)[O:39][CH2:40][O:41]4)=[O:43])[cH:44][c:45]2[O:46]1.[CH2:47]([c:48]1[cH:49][cH:50][cH:51][cH:52][cH:53]1)[O:54][NH2:55].[CH3:66][CH2:67][N:68]=[C:69]=[N:70][CH2:71][CH2:72][CH2:73][N:74]([CH3:75])[CH3:76].[CH3:77][CH2:78][O:79][C:80](=[O:81])[CH3:82].[OH:56][n:57]1[c:58]2[c:59]([cH:60][cH:61][cH:62][cH:63]2)[n:64][n:65]1>>[O:7]=[C:8]([CH:9]([CH2:10][O:11][CH:12]1[O:13][CH2:14][CH2:15][CH2:16][CH2:17]1)[N:18]([S:19](=[O:20])(=[O:21])[c:22]1[c:23]([CH3:31])[cH:24][c:25]([O:29][CH3:30])[cH:26][c:27]1[CH3:28])[CH2:32][c:33]1[cH:34][c:35]2[c:36]([cH:37][cH:38]1)[O:39][CH2:40][O:41]2)[NH:55][O:54][CH2:47][c:48]1[cH:49][cH:50][cH:51][cH:52][cH:53]1. Reactants: COC1=CC=C(C=C1)CC(=O)Cl ((4-methoxyphenyl)acetyl chloride), CN[C@@H]1CCC=2N(C3=CC=CC=C3C2CC(=O)OCCC)C1 (propyl [(7R)-7-(methylamino)-6,7,8,9-tetrahydropyrido[1,2-a]indol-10-yl]acetate). The product is COC1=CC=C(C=C1)CC(=O)N([C@@H]1CCC=2N(C3=CC=CC=C3C2CC(=O)O)C1)C ({(7R)-7-[[(4-methoxyphenyl)acetyl] (methyl)amino]-6,7,8,9-tetrahydropyrido[1,2-a]indol-10-yl}-acetic acid). RXN SMILES: [CH3:1][O:2][C:3]1[CH:8]=[CH:7][C:6]([CH2:9][C:10](Cl)=[O:11])=[CH:5][CH:4]=1.[CH3:13][NH:14][C@H:15]1[CH2:34][N:19]2[C:20]3[C:25]([C:26]([CH2:27][C:28]([O:30]CCC)=[O:29])=[C:18]2[CH2:17][CH2:16]1)=[CH:24][CH:23]=[CH:22][CH:21]=3>>[CH3:1][O:2][C:3]1[CH:8]=[CH:7][C:6]([CH2:9][C:10]([N:14]([CH3:13])[C@H:15]2[CH2:34][N:19]3[C:20]4[C:25]([C:26]([CH2:27][C:28]([OH:30])=[O:29])=[C:18]3[CH2:17][CH2:16]2)=[CH:24][CH:23]=[CH:22][CH:21]=4)=[O:11])=[CH:5][CH:4]=1. Procedure: The title compound was prepared using analogous procedures described in Example 2 (Method B) from (4-methoxyphenyl)acetyl chloride and propyl [(7R)-7-(methylamino)-6,7,8,9-tetrahydropyrido[1,2-a]indol-10-yl]acetate. MS (+ESI) m/z: 407. The reactants are COC([C@@H](N)CCCCNC(=O)OCC1=CC=C(C=C1)C)=O (Nε-p-methylbenzyloxycarbonyl-L-lysine methyl ester), CN=C=S (methyl isothiocyanate). Yields the product CC1=CC=C(COC(=O)NCCCCC2C(N(C(N2)=S)C)=O)C=C1 (5-(4-p-Methylbenzyloxycarbonylaminobutyl)-3-methyl-2-thiohydantoin). RXN SMILES: CO[C:3](=[O:22])[C@H:4]([CH2:6][CH2:7][CH2:8][CH2:9][NH:10][C:11]([O:13][CH2:14][C:15]1[CH:20]=[CH:19][C:18]([CH3:21])=[CH:17][CH:16]=1)=[O:12])[NH2:5].[CH3:23][N:24]=[C:25]=[S:26]>>[CH3:21][C:18]1[CH:17]=[CH:16][C:15]([CH2:14][O:13][C:11]([NH:10][CH2:9][CH2:8][CH2:7][CH2:6][CH:4]2[NH:5][C:25](=[S:26])[N:24]([CH3:23])[C:3]2=[O:22])=[O:12])=[CH:20][CH:19]=1. Reported procedure: Using an analogous procedure to Example 1 Nε-p-methylbenzyloxycarbonyl-L-lysine methyl ester may be reacted with methyl isothiocyanate to give the title compound. Reactants: COC(C1=CC=C(C=C1)C1=CC=C(C=C1)C(=O)OC)OC (methyl 4′-dimethoxymethylbiphenyl-4-carboxylate), [OH-].[Na+] (sodium hydroxide). Reaction SMILES: [CH3:1][O:2][CH:3]([O:20][CH3:21])[C:4]1[CH:9]=[CH:8][C:7]([C:10]2[CH:15]=[CH:14][C:13]([C:16]([O:18]C)=[O:17])=[CH:12][CH:11]=2)=[CH:6][CH:5]=1.[OH-].[Na+]>>[CH3:21][O:20][CH:3]([O:2][CH3:1])[C:4]1[CH:5]=[CH:6][C:7]([C:10]2[CH:15]=[CH:14][C:13]([C:16]([OH:18])=[O:17])=[CH:12][CH:11]=2)=[CH:8][CH:9]=1 |f:1.2|. Yields the product COC(C1=CC=C(C=C1)C1=CC=C(C=C1)C(=O)O)OC (4′-Dimethoxymethylbiphenyl-4-carboxylic acid). Procedure: In a similar manner to that described in Example 2, a reaction was carried out using methyl 4′-dimethoxymethylbiphenyl-4-carboxylate (1.89 g), which is the product of Reference example 11(a), and aqueous sodium hydroxide (1N, 9.90 ml) and the reaction mixture was treated to afford the desired compound (1.80 g) as colorless crystals. Isolated yield 100.1%. Reactants: [BH4-].[Na+] (Sodium borohydride), OCC(=O)NNC=1N=NC(=C(N1)C)C1=CC=CC=C1 (3-(2-hydroxyacetylhydrazino)-5-methyl-6-phenyl-1,2,4-triazine). The solvent is CO (methanol). Reaction conditions: time 1.5 hour. Product: OCC(=O)NNC=1NN=C(C(N1)C)C1=CC=CC=C1 (3-(2-hydroxyacetylhydrazino)-5-methyl-6-phenyl-2,5-dihydro-1,2,4-triazine). Isolated yield 37.9%. RXN SMILES: [BH4-].[Na+].[OH:3][CH2:4][C:5]([NH:7][NH:8][C:9]1[N:10]=[N:11][C:12]([C:16]2[CH:21]=[CH:20][CH:19]=[CH:18][CH:17]=2)=[C:13]([CH3:15])[N:14]=1)=[O:6]>CO>[OH:3][CH2:4][C:5]([NH:7][NH:8][C:9]1[NH:10][N:11]=[C:12]([C:16]2[CH:21]=[CH:20][CH:19]=[CH:18][CH:17]=2)[CH:13]([CH3:15])[N:14]=1)=[O:6] |f:0.1|. Reported procedure: Sodium borohydride (0.494 ) was added portionwise to a stirred solution of 3-(2-hydroxyacetylhydrazino)-5-methyl-6-phenyl-1,2,4-triazine (1.684 g) in methanol (30 ml) under ice cooling in 10 minutes and the stirring was continued for 1.5 hours at the same temperature. The reaction mixture was evaporated and the residue was dissolved in water. The solution was passed through a column of DIAION HP-20 (Trademark, manufactured by Mitsubishi Chemical Industries Ltd.) (80 ml) and eluted with water and... Starting materials: ClC1=CN=CC=2C=CC=C(C12)S(=O)(=O)Cl (4-Chloro-5-isoquinolinesulfonyl chloride), BrC1=CN=CC=2C=CC=C(C12)S(=O)(=O)Cl (4-bromo-5-isoquinolinesulfonyl chloride), C(C)(C)(C)OC(=O)N[C@@H]1CNCC1 ((S)-3-(tert-butoxycarbonylamino)pyrrolidine), [H][H] (hydrogen), C(C)(C)(C)OC(=O)NC(C)C1CCNCC1 (4-[1-(tert-butoxycarbonylamino)ethyl]piperidine). The product is C(C)(C)(C)OC(=O)NC(C)C1CCN(CC1)S(=O)(=O)C=1C=2C(=CN=CC2C=CC1)Cl (4-[1-(tert-Butoxycarbonylamino)ethyl]-1-(4-chloro-5-isoquinolinesulfonyl)piperidine). RXN SMILES: [Cl:1][C:2]1[C:11]2[C:10]([S:12](Cl)(=[O:14])=[O:13])=[CH:9][CH:8]=[CH:7][C:6]=2[CH:5]=[N:4][CH:3]=1.[H][H].[C:18]([O:22][C:23]([NH:25][CH:26]([CH:28]1[CH2:33][CH2:32][NH:31][CH2:30][CH2:29]1)[CH3:27])=[O:24])([CH3:21])([CH3:20])[CH3:19].BrC1C2C(S(Cl)(=O)=O)=CC=CC=2C=NC=1.C(OC(N[C@H]1CCNC1)=O)(C)(C)C>>[C:18]([O:22][C:23]([NH:25][CH:26]([CH:28]1[CH2:29][CH2:30][N:31]([S:12]([C:10]2[C:11]3[C:2]([Cl:1])=[CH:3][N:4]=[CH:5][C:6]=3[CH:7]=[CH:8][CH:9]=2)(=[O:14])=[O:13])[CH2:32][CH2:33]1)[CH3:27])=[O:24])([CH3:19])([CH3:20])[CH3:21]. Reported procedure: 4-Chloro-5-isoquinolinesulfonyl chloride obtained in Reference Example 7 (131 mg) and 4-[1-(tert-butoxycarbonylamino)ethyl]piperidine (134 mg) prepared according to the method described in WO05/080394 were used in the method of Example 1-1, Step A instead of 4-bromo-5-isoquinolinesulfonyl chloride and (S)-3-(tert-butoxycarbonylamino)pyrrolidine, respectively, to obtain the title compound (211 mg).